This data is from the Open Reaction Database (ORD), a public repository of structured organic reaction records. The task is: describe an organic reaction: reactants, conditions, products, and yield Reported procedure: 0.48 g (8.6 mmol) of iron is added to a solution of 1 g (1.7 mmol) of tert-butyl 4-(4-(3-cyano-5-(ethoxycarbonyl)-6-(4-methoxyphenyl)-2-(methylthio)pyridin-4-yl)-3-nitrophenyl)piperazine-1-carboxylate dissolved in 8.82 ml of acetic acid. The reaction medium is carried at 90° C. for 4 hours. The precipitate obtained is filtered on Dicalite and then rinsed with a 98:2 dichloroethane/methanol mixture. The filtrate is concentrated to yield 0.63 g (66%) of tert-butyl 4-(1-cyano-4-(4-methoxyphenyl)-2-... Product: C(#N)C1=C2C3=C(NC(C2=C(N=C1SC)C1=CC=C(C=C1)OC)=O)C=C(C=C3)N3CCN(CC3)C(=O)OC(C)(C)C (tert-butyl 4-(1-cyano-4-(4-methoxyphenyl)-2-(methylthio)-5-oxo-5,6-dihydrobenzo[c][2,7]naphthyridin-8-yl)piperazine-1-carboxylate). The reactants are C(#N)C=1C(=NC(=C(C1C1=C(C=C(C=C1)N1CCN(CC1)C(=O)OC(C)(C)C)[N+](=O)[O-])C(=O)OCC)C1=CC=C(C=C1)OC)SC (tert-butyl 4-(4-(3-cyano-5-(ethoxycarbonyl)-6-(4-methoxyphenyl)-2-(methylthio)pyridin-4-yl)-3-nitrophenyl)piperazine-1-carboxylate). As a reaction SMILES: [C:1]([C:3]1[C:4]([S:44][CH3:45])=[N:5][C:6]([C:36]2[CH:41]=[CH:40][C:39]([O:42][CH3:43])=[CH:38][CH:37]=2)=[C:7]([C:31]([O:33]CC)=O)[C:8]=1[C:9]1[CH:14]=[CH:13][C:12]([N:15]2[CH2:20][CH2:19][N:18]([C:21]([O:23][C:24]([CH3:27])([CH3:26])[CH3:25])=[O:22])[CH2:17][CH2:16]2)=[CH:11][C:10]=1[N+:28]([O-])=O)#[N:2]>C(O)(=O)C.[Fe]>[C:1]([C:3]1[C:4]([S:44][CH3:45])=[N:5][C:6]([C:36]2[CH:41]=[CH:40][C:39]([O:42][CH3:43])=[CH:38][CH:37]=2)=[C:7]2[C:8]=1[C:9]1[CH:14]=[CH:13][C:12]([N:15]3[CH2:20][CH2:19][N:18]([C:21]([O:23][C:24]([CH3:25])([CH3:26])[CH3:27])=[O:22])[CH2:17][CH2:16]3)=[CH:11][C:10]=1[NH:28][C:31]2=[O:33])#[N:2]. Run in C(C)(=O)O (acetic acid). Reaction conditions: time 4 hour. The reagents and catalysts are [Fe] (iron). Yield: 66.5%. The reactants are C(CCC)OC1=NC(=C2NC(N(C2=N1)CCOC1=CC(=CC=C1)C(=O)OC)=O)N (2-butoxy-8-oxo-9-[2-(3-methoxycarbonylphenoxy)ethyl]adenine), CO (methanol), [OH-].[K+] (potassium hydroxide), Cl (hydrochloric acid). Run in O (water). Reaction conditions: temperature 85 celsius, time 4.5 hour. Yields the product C(CCC)OC1=NC(=C2NC(N(C2=N1)CCOC1=CC(=CC=C1)C(=O)O)=O)N (2-butoxy-8-oxo-9-[2-(3-hydroxycarbonylphenoxy)ethyl]adenine). Yield: 100.0%. RXN SMILES: [CH2:1]([O:5][C:6]1[N:14]=[C:13]2[C:9]([NH:10][C:11](=[O:28])[N:12]2[CH2:15][CH2:16][O:17][C:18]2[CH:23]=[CH:22][CH:21]=[C:20]([C:24]([O:26]C)=[O:25])[CH:19]=2)=[C:8]([NH2:29])[N:7]=1)[CH2:2][CH2:3][CH3:4].CO.[OH-].[K+].Cl>O>[CH2:1]([O:5][C:6]1[N:14]=[C:13]2[C:9]([NH:10][C:11](=[O:28])[N:12]2[CH2:15][CH2:16][O:17][C:18]2[CH:23]=[CH:22][CH:21]=[C:20]([C:24]([OH:26])=[O:25])[CH:19]=2)=[C:8]([NH2:29])[N:7]=1)[CH2:2][CH2:3][CH3:4] |f:2.3|. Procedure: To 2-butoxy-8-oxo-9-[2-(3-methoxycarbonylphenoxy)ethyl]adenine (50 mg, 0.12 mmol) obtained in Example 1 were added methanol (2.5 ml) and 2.5N potassium hydroxide (5 m), and the mixture was stirred at 85° C. for 4.5 hours. After cooling, water was added and the resultant was made to pH 5 by concentrated hydrochloric acid. The precipitated crystal was collected by filtration to give 49 mg (0.12 mmol) of the titled compound as a white solid. Yield: 100%. Reactants: C(C)(=O)OCCOC=1C(=CC=2C(CCC(C2C1)(C)C)(C)C)[Se]C1=CC=C(C(=O)OCC)C=C1 (ethyl 4-[3-(2-acetoxyethoxy)-5,5,8,8-tetramethyl-5,6,7,8-tetrahydro-2-naphthylselanyl]benzoate), [OH-].[Na+] (sodium hydroxide), white powder. The solvent is C1CCOC1.C(C)O (THF ethanol). Yields the product OCCOC=1C(=CC=2C(CCC(C2C1)(C)C)(C)C)[Se]C1=CC=C(C(=O)O)C=C1 (4-(3-(2-Hydroxyethoxy)-5,5,8,8-tetramethyl-5,6,7,8-tetrahydro-2-naphthylselanyl)benzoic acid). As a reaction SMILES: C([O:4][CH2:5][CH2:6][O:7][C:8]1[C:9]([Se:22][C:23]2[CH:33]=[CH:32][C:26]([C:27]([O:29]CC)=[O:28])=[CH:25][CH:24]=2)=[CH:10][C:11]2[C:12]([CH3:21])([CH3:20])[CH2:13][CH2:14][C:15]([CH3:19])([CH3:18])[C:16]=2[CH:17]=1)(=O)C.[OH-].[Na+]>C1COCC1.C(O)C>[OH:4][CH2:5][CH2:6][O:7][C:8]1[C:9]([Se:22][C:23]2[CH:24]=[CH:25][C:26]([C:27]([OH:29])=[O:28])=[CH:32][CH:33]=2)=[CH:10][C:11]2[C:12]([CH3:21])([CH3:20])[CH2:13][CH2:14][C:15]([CH3:18])([CH3:19])[C:16]=2[CH:17]=1 |f:1.2,3.4|. Procedure: In a manner similar to that of Example 2, by reaction of 322 mg (0.62 mmol) of ethyl 4-[3-(2-acetoxyethoxy)-5,5,8,8-tetramethyl-5,6,7,8-tetrahydro-2-naphthylselanyl]benzoate with 250 mg (6.2 mmol) of sodium hydroxide in a THF/ethanol mixture (3 ml/3 ml), 226 mg (81%) of a white powder are obtained. m.p.: 197° C.